describe an organic reaction: reactants, conditions, products, and yield From a dataset of the Open Reaction Database (ORD), a public repository of structured organic reaction records. Starting materials: [NH4+].[Cl-] (NH4Cl), NC=1C2=C(N=C(N1)C1=NN(C3=CC(=CC=C13)Cl)CCC(C(F)(F)F)(F)F)N(C(C2C)=O)C(=O)OC(C)(C)C (tert-butyl 4-amino-2-[6-chloro-1-(3,3,4,4,4-pentafluorobutyl)-1H-indazol-3-yl]-5-methyl-6-oxo-5,6-dihydro-7H-pyrrolo[2,3-d]pyrimidine-7-carboxylate), C(C)(C)(C)N=C(N(C)C)N(C)C (2-tert-butyl-1,1,3,3-tetramethylguanidine), BrCC#N (2-bromoacetonitrile), C(=O)(C(F)(F)F)O (TFA). The solvent is C1CCOC1 (THF). Run at time 5 minute. The product is NC=1C2=C(N=C(N1)C1=NN(C3=CC(=CC=C13)Cl)CCC(C(F)(F)F)(F)F)NC(C2(C)CC#N)=O ({4-amino-2-[6-chloro-1-(3,3,4,4,4-pentafluorobutyl)-1H-indazol-3-yl]-5-methyl-6-oxo-6,7-dihydro-5H-pyrrolo[2,3-d]pyrimidin-5-yl}acetonitrile). RXN SMILES: [NH2:1][C:2]1[C:3]2[CH:29]([CH3:30])[C:28](=[O:31])[N:27](C(OC(C)(C)C)=O)[C:4]=2[N:5]=[C:6]([C:8]2[C:16]3[C:11](=[CH:12][C:13]([Cl:17])=[CH:14][CH:15]=3)[N:10]([CH2:18][CH2:19][C:20]([F:26])([F:25])[C:21]([F:24])([F:23])[F:22])[N:9]=2)[N:7]=1.[C:39]([N:43]=C(N(C)C)N(C)C)(C)(C)[CH3:40].BrCC#N.[NH4+].[Cl-].C(O)(C(F)(F)F)=O>C1COCC1>[NH2:1][C:2]1[C:3]2[C:29]([CH2:40][C:39]#[N:43])([CH3:30])[C:28](=[O:31])[NH:27][C:4]=2[N:5]=[C:6]([C:8]2[C:16]3[C:11](=[CH:12][C:13]([Cl:17])=[CH:14][CH:15]=3)[N:10]([CH2:18][CH2:19][C:20]([F:25])([F:26])[C:21]([F:24])([F:23])[F:22])[N:9]=2)[N:7]=1 |f:3.4|. Procedure details: A solution of the intermediate from Step B above (102 mg, 0.182 mmol) stirred in THF (3566 μl) was added 2-tert-butyl-1,1,3,3-tetramethylguanidine (34.2 μl, 0.182 mmol) followed by 2-bromoacetonitrile (19.02 μl, 0.273 mmol). After stirring for 5 minutes at room temperature, saturated aqueous NH4Cl was added. The reaction mixture reaction was then partitioned between EtOAc and water. The organic layer was dried (sodium sulfate), filtered and concentrated in vacuo. The crude material was taken up ... Starting materials: C(C)(C)C1=CC=C(NC=2C=CC(=C3C(C=4C(=CC=C(C4C(C23)=O)O)[N+](=O)[O-])=O)O)C=C1 (8-(4′-isopropylanilino)-1,5-dihydroxy-4-nitroanthraquinone), S(=O)(=O)(C1=CC=C(C)C=C1)Cl (tosyl chloride), CN(C)C (trimethylamine). Run in ClCCl (dichloromethane). The product is C(C)(C)C1=CC=C(NC=2C=CC(=C3C(C=4C(=CC=C(C4C(C23)=O)OS(=O)(=O)C2=CC=C(C=C2)C)[N+](=O)[O-])=O)OS(=O)(=O)C2=CC=C(C=C2)C)C=C1 (8-(4′-isopropylanilino)-4-nitro-1,5-bis(p-toluenesulfonyloxy)anthraquinone). The yield is 95.9%. As a reaction SMILES: [CH:1]([C:4]1[CH:31]=[CH:30][C:7]([NH:8][C:9]2[CH:10]=[CH:11][C:12]([OH:29])=[C:13]3[C:22]=2[C:21](=[O:23])[C:20]2[C:19]([OH:24])=[CH:18][CH:17]=[C:16]([N+:25]([O-:27])=[O:26])[C:15]=2[C:14]3=[O:28])=[CH:6][CH:5]=1)([CH3:3])[CH3:2].[S:32](Cl)([C:35]1[CH:41]=[CH:40][C:38]([CH3:39])=[CH:37][CH:36]=1)(=[O:34])=[O:33].CN(C)C>ClCCl>[CH:1]([C:4]1[CH:31]=[CH:30][C:7]([NH:8][C:9]2[CH:10]=[CH:11][C:12]([O:29][S:32]([C:35]3[CH:41]=[CH:40][C:38]([CH3:39])=[CH:37][CH:36]=3)(=[O:34])=[O:33])=[C:13]3[C:22]=2[C:21](=[O:23])[C:20]2[C:19]([O:24][S:32]([C:35]4[CH:41]=[CH:40][C:38]([CH3:39])=[CH:37][CH:36]=4)(=[O:34])=[O:33])=[CH:18][CH:17]=[C:16]([N+:25]([O-:27])=[O:26])[C:15]=2[C:14]3=[O:28])=[CH:6][CH:5]=1)([CH3:3])[CH3:2]. Procedure details: A 1.2 g of 8-(4′-isopropylanilino)-1,5-dihydroxy-4-nitroanthraquinone and a 1.4 g of tosyl chloride were dissolved in 20 ml of dichloromethane, and a 1.0 ml of trimethylamine was added to the solution and allowed to react for 12 hours at room temperature under stirring. The reaction solution was extracted with adequate amounts of ethyl acetate and 1N-hydrochloric acid to separate into two layers. The extracted organic layer was dried with magnesium sulfate and concentrated. The obtained product ... Reactants: BrC=1C=C(C=2C=NN(C2C1)C1CC1)C(=O)O (6-bromo-1-cyclopropyl-1H-indazole-4-carboxylic acid), NCC=1C(NC(=CC1C)C)=O (3-(aminomethyl)-4,6-dimethyl-2(1H)-pyridinone). Conditions: time 12 hour. The product is BrC=1C=C(C=2C=NN(C2C1)C1CC1)C(=O)NCC=1C(NC(=CC1C)C)=O (6-bromo-1-cyclopropyl-N-[(4,6-dimethyl-2-oxo-1,2-dihydro-3-pyridinyl)methyl]-1H-indazole-4-carboxamide). Reaction SMILES: [Br:1][C:2]1[CH:3]=[C:4]([C:14]([OH:16])=O)[C:5]2[CH:6]=[N:7][N:8]([CH:11]3[CH2:13][CH2:12]3)[C:9]=2[CH:10]=1.[NH2:17][CH2:18][C:19]1[C:20](=[O:27])[NH:21][C:22]([CH3:26])=[CH:23][C:24]=1[CH3:25]>>[Br:1][C:2]1[CH:3]=[C:4]([C:14]([NH:17][CH2:18][C:19]2[C:20](=[O:27])[NH:21][C:22]([CH3:26])=[CH:23][C:24]=2[CH3:25])=[O:16])[C:5]2[CH:6]=[N:7][N:8]([CH:11]3[CH2:12][CH2:13]3)[C:9]=2[CH:10]=1. Procedure details: The title compound was prepared in the same manner as described for example 3 (step c) from 6-bromo-1-cyclopropyl-1H-indazole-4-carboxylic acid (0.22 g, 0.783 mmol) and 3-(aminomethyl)-4,6-dimethyl-2(1H)-pyridinone (0.221 g, 1.174 mmol), wherein the reaction stir time was 12 h. The title compound was collected as a white solid (0.27 g, 81%); 1H NMR (400 MHz, DMSO-d6) δ ppm 1.06-1.17 (m, 4H), 2.12 (s, 3H), 2.20 (s, 3H), 3.76-3.85 (m, 1H), 4.33 (d, J=5.05 Hz, 2H), 5.88 (s, 1H), 7.76 (d, J=1.52 Hz,... The product is CC(C(C(=O)OCC1=CC=C(C=C1)[N+](=O)[O-])N1C(C(C1=O)NC(C)=O)S(=O)Cl)=C (p-Nitrobenzyl 3-Methyl-2-(2-chlorosulfinyl-4-oxo-3-acetamido-1-azetidinyl)-3-butenoate). Procedure: Toluene (500 ml.) was heated in equipment containing a Dean-Stark water trap to azeotropically remove any moisture which may be present. To the resulting dried toluene was added 1.0 gms. (2.4 mmol.) of p-nitrobenzyl 6-acetamido-2,2-dimethylpenam-3-carboxylate-1-oxide. The resulting mixture was refluxed again using a Dean-Stark water trap to remove any additional amounts of water which may be present. The mixture then was cooled, and 400 mg. (2.9 mmol) of N-chlorosuccinimide were added. The mixtu... Starting materials: C1(=CC=CC=C1)C (Toluene), C(C)(=O)NC1[C@@H]2N(C(C(S2=O)(C)C)C(=O)OCC2=CC=C(C=C2)[N+](=O)[O-])C1=O (p-nitrobenzyl 6-acetamido-2,2-dimethylpenam-3-carboxylate-1-oxide), ClN1C(CCC1=O)=O (N-chlorosuccinimide). RXN SMILES: C1(C)C=CC=CC=1.[C:8]([NH:11][CH:12]1[C:34](=[O:35])[N:14]2[CH:15]([C:21]([O:23][CH2:24][C:25]3[CH:30]=[CH:29][C:28]([N+:31]([O-:33])=[O:32])=[CH:27][CH:26]=3)=[O:22])[C:16]([CH3:20])([CH3:19])[S:17](=[O:18])[C@H:13]12)(=[O:10])[CH3:9].[Cl:36]N1C(=O)CCC1=O>O>[CH3:19][C:16](=[CH2:20])[CH:15]([N:14]1[C:34](=[O:35])[CH:12]([NH:11][C:8](=[O:10])[CH3:9])[CH:13]1[S:17]([Cl:36])=[O:18])[C:21]([O:23][CH2:24][C:25]1[CH:30]=[CH:29][C:28]([N+:31]([O-:33])=[O:32])=[CH:27][CH:26]=1)=[O:22]. Run in O (water), O (water). Starting materials: CCCCCCC(C)O, O=[N+]([O-])c1ccccc1O, c1ccc(P(c2ccccc2)c2ccccc2)cc1. Yields the product CCCCCCC(C)Oc1ccccc1[N+](=O)[O-]. As a reaction SMILES: [CH3:11][CH:12]([CH2:13][CH2:14][CH2:15][CH2:16][CH2:17][CH3:18])[OH:19].[OH:1][c:2]1[cH:3][cH:4][cH:5][cH:6][c:7]1[N+:8]([O-:9])=[O:10].[c:20]1([P:21]([c:22]2[cH:23][cH:24][cH:25][cH:26][cH:27]2)[c:28]2[cH:29][cH:30][cH:31][cH:32][cH:33]2)[cH:34][cH:35][cH:36][cH:37][cH:38]1>>[O:1]([c:2]1[cH:3][cH:4][cH:5][cH:6][c:7]1[N+:8]([O-:9])=[O:10])[CH:12]([CH3:11])[CH2:13][CH2:14][CH2:15][CH2:16][CH2:17][CH3:18]. Starting materials: N-formyl sarcosine ether ester, C(=O)OC (methyl formate), C(C)OCC (diethylether), CC(C)([O-])C.[K+] (Potassium-t-butoxide), [OH-].[Na+] (NaOH), Cl (HCl), C(C)OCC (diethylether), [OH-].[NH4+] (ammonium hydroxide), N#CN (Cyanamide). Run in O (water). Run at temperature 0 celsius, time 1 hour. Product: NC=1N(C(=CN1)C(=O)OCC)C (ethyl 2-amino-1-methyl-1H-imidazole-5-carboxylate). RXN SMILES: [CH3:1][C:2]([CH3:5])([O-])C.[K+].[CH:7](OC)=O.Cl.[OH-:12].[Na+].[N:14]#[C:15][NH2:16].[OH-:17].[NH4+:18].[CH2:19](OCC)[CH3:20]>O>[NH2:18][C:15]1[N:14]([CH3:7])[C:2]([C:5]([O:17][CH2:19][CH3:20])=[O:12])=[CH:1][N:16]=1 |f:0.1,4.5,7.8|. Procedure: Potassium-t-butoxide (52.3 g) was suspended in diethylether (500 ml) and cooled to 0° C. A solution of N-formyl sarcosine ether ester (67.66 g) and methyl formate (27.9 g) in diethylether (200 ml) was added dropwise over 30 minutes and the mixture was stirred at 0° C. for 1 hour. The solid product was filtered (76.6 g) and used immediately for the next stage. The ethyl-2-(N-formyl-N-methyl)-3-oxopropionate prepared as described above was dissolved in water and concentrated HCl (138 ml) was added... Starting materials: FC1=CC=C(C=C1)C(CCC1CCN(CC1)C(=O)OC(C)(C)C)O (4-(3-(4-fluorophenyl)-3-(RS)-hydroxypropyl)-1-(t-butoxycarbonyl) piperidine), CN1CCOCC1 (4-(methyl)morpholine), 4. Reagents/catalysts: [Ru](=O)(=O)(=O)[O-].C(CC)[N+](CCC)(CCC)CCC (tetrapropylammonium perruthenate). Run in C(Cl)Cl (CH2Cl2). Reaction conditions: time 1 hour. Product: hexanes ether, FC1=CC=C(C=C1)C(CCC1CCN(CC1)C(=O)OC(C)(C)C)=O (4-(3-(4-Fluorophenyl)-3-oxo-propyl)-1-(t-butoxycarbonyl) piperidine). The yield is 76.7%. As a reaction SMILES: [F:1][C:2]1[CH:7]=[CH:6][C:5]([CH:8]([OH:24])[CH2:9][CH2:10][CH:11]2[CH2:16][CH2:15][N:14]([C:17]([O:19][C:20]([CH3:23])([CH3:22])[CH3:21])=[O:18])[CH2:13][CH2:12]2)=[CH:4][CH:3]=1.CN1CCOCC1>[Ru]([O-])(=O)(=O)=O.C([N+](CCC)(CCC)CCC)CC.C(Cl)Cl>[F:1][C:2]1[CH:3]=[CH:4][C:5]([C:8](=[O:24])[CH2:9][CH2:10][CH:11]2[CH2:12][CH2:13][N:14]([C:17]([O:19][C:20]([CH3:22])([CH3:21])[CH3:23])=[O:18])[CH2:15][CH2:16]2)=[CH:6][CH:7]=1 |f:2.3|. Procedure: A mixture of 500 mg (1.5 mmol) of 4-(3-(4-fluorophenyl)-3-(RS)-hydroxypropyl)-1-(t-butoxycarbonyl) piperidine (from EXAMPLE 188, Step B), 351 mg (3.0 mmol) of 4-(methyl)morpholine and 800 mg of 4 A molecular sieves in 10 _mL of CH2Cl2 at 0° C. was treated with 35 mg (0.1 mmol) of tetrapropylammonium perruthenate. The cooling bath was removed and the mixture was stirred at rt for 1 h. The mixture was filtered and the filtrate was concentrated. Flash chromatography on 15 g of silica gel using 3:1 ... The reactants are P(=O)(Cl)(Cl)Cl (phosphorus oxychloride), C(C)(=O)[O-].[Na+] (sodium acetate), C1(=CC=CC=C1)C=CC(C)(O)C (4-phenyl-2-methyl-3-buten-2-ol). Run in O (water), CN(C=O)C (DMF), CN(C=O)C (Dimethylformamide). Run at time 3 hour. The product is CC(=CC(=O)O)C=CC1=CC=CC=C1 (3-methyl-5-phenyl-2,4-pentadienoic acid). Yield: 63.4%. As a reaction SMILES: P(Cl)(Cl)(Cl)=O.[C:6]1([CH:12]=[CH:13][C:14]([CH3:17])(O)[CH3:15])[CH:11]=[CH:10][CH:9]=[CH:8][CH:7]=1.[C:18]([O-:21])(=[O:20])C.[Na+]>CN(C)C=O.O>[CH3:15][C:14]([CH:13]=[CH:12][C:6]1[CH:11]=[CH:10][CH:9]=[CH:8][CH:7]=1)=[CH:17][C:18]([OH:21])=[O:20] |f:2.3|. Procedure: Dimethylformamide (DMF, anhydrous, 25 mL) was cooled to 0-5° C. and phosphorus oxychloride (16.4 mL) was added dropwise over a period of an hour. The resulting solution was added dropwise to a cooled (0-5° C.) solution of 4-phenyl-2-methyl-3-buten-2-ol (0.14 mol) in 60 mL of anhydrous DMF over a period of an hour. The reaction mixture was then warmed to room temperature, gradually heated up to 80° C., stirred at 80° C. for three hours and cooled to 0-5° C. To the cooled reaction solution was add... As a reaction SMILES: C([O:3][C:4](=O)[CH2:5][C:6]1[CH:11]=[CH:10][CH:9]=[C:8]([NH:12][C:13]2[CH:18]=[CH:17][CH:16]=[C:15]([NH2:19])[CH:14]=2)[C:7]=1[NH2:20])C.C([O-])([O-])=O.[Na+].[Na+]>Cl>[NH2:19][C:15]1[CH:14]=[C:13]([NH:12][C:8]2[CH:9]=[CH:10][CH:11]=[C:6]3[C:7]=2[NH:20][C:4](=[O:3])[CH2:5]3)[CH:18]=[CH:17][CH:16]=1 |f:1.2.3|. Reactants: C(C)OC(CC1=C(C(=CC=C1)NC1=CC(=CC=C1)N)N)=O ([2-Amino-3-(3-amino-phenylamino)-phenyl]-acetic acid ethyl ester), C(=O)([O-])[O-].[Na+].[Na+] (Na2CO3). Run in Cl (hydrochloric acid). Reported procedure: [2-Amino-3-(3-amino-phenylamino)-phenyl]-acetic acid ethyl ester (0.50 g, 1.7 mmol) is refluxed in 1 N hydrochloric acid for 30 minutes. The reaction mixture is cooled to room temperature and basified with saturated Na2CO3. The mixture is then extracted with ethyl acetate (30 ml×3). The organic layers are combined, dried with Na2SO4 and concentrated. The residue is purified by flash column chromatography (silica gel, eluted with ethyl acetate-methanol with 0.5% NH3) to give the desired compound.... Product: NC=1C=C(C=CC1)NC=1C=CC=C2CC(NC12)=O (7-(3-amino-phenylamino)-1,3-dihydro-indol-2-one).